Dataset: the Open Reaction Database (ORD), a public repository of structured organic reaction records. Task: describe an organic reaction: reactants, conditions, products, and yield The reactants are C(#N)NC(=N)N (cyanoguanidine), C(C)(C)N(C(C)C)CC (N,N-diisopropylethylamine), [F-].[Cs+] (Cesium fluoride), BrC1=C(C=CC=C1)N=C=NC1=C(C(=C(C=C1)Cl)S(=O)(=O)NC1NOCC1)O[Si](C)(C)C(C)(C)C (N-(2-bromophenyl)-N′-[4-chloro-2-tert-butyldimethylsilyloxy-3-(N″-tetrahydroisoxazylaminosulfonyl)phenyl]carbodiimide), N#CN (cyanamide). The product is BrC1=C(C=CC=C1)N(C(=N)NC1=C(C(=C(C=C1)Cl)S(=O)(=O)NC1NOCC1)O[Si](C)(C)C(C)(C)C)C#N (N-(2-Bromophenyl)-N′-[4-chloro-2-tert-butyldimethylsilyloxy-3-(N″-tetrahydroisoxazylaminosulfonyl)phenyl]cyanoguanidine). The yield is 26.0%. RXN SMILES: [C:1](NC(N)=N)#[N:2].[Br:7][C:8]1[CH:13]=[CH:12][CH:11]=[CH:10][C:9]=1[N:14]=[C:15]=[N:16][C:17]1[CH:22]=[CH:21][C:20]([Cl:23])=[C:19]([S:24]([NH:27][CH:28]2[CH2:32][CH2:31][O:30][NH:29]2)(=[O:26])=[O:25])[C:18]=1[O:33][Si:34]([C:37]([CH3:40])([CH3:39])[CH3:38])([CH3:36])[CH3:35].[N:41]#CN.C(N(CC)C(C)C)(C)C.[F-].[Cs+]>>[Br:7][C:8]1[CH:13]=[CH:12][CH:11]=[CH:10][C:9]=1[N:14]([C:1]#[N:2])[C:15]([NH:16][C:17]1[CH:22]=[CH:21][C:20]([Cl:23])=[C:19]([S:24]([NH:27][CH:28]2[CH2:32][CH2:31][O:30][NH:29]2)(=[O:26])=[O:25])[C:18]=1[O:33][Si:34]([C:37]([CH3:40])([CH3:39])[CH3:38])([CH3:35])[CH3:36])=[NH:41] |f:4.5|. Reported procedure: Following the general procedure for cyanoguanidine formation outlined in example 1, N-(2-bromophenyl)-N′-[4-chloro-2-tert-butyldimethylsilyloxy-3-(N″-tetrahydroisoxazylaminosulfonyl)phenyl]carbodiimide (385 mg, 0.79 mmol), cyanamide (133 mg, 3.16 mmol) and N,N-diisopropylethylamine (127 mg, 0.95 mmol) were reacted, followed by desilylation with Cesium fluoride (144 mg, 0.95 mmol) to form the desired product (100 mg, 26%). EI-MS m/z 515 (M+). Reactants: C1(CCCC1)OC1=C(C=CC(=C1)[N+](=O)[O-])OC (1-cyclopentyloxy-2-methoxy-5-nitrobenzene). Reagents/catalysts: [Pd] (Pd on activated carbon). The solvent is C(C)O (ethanol). Run at time 4 hour. Product: C1(CCCC1)OC=1C=C(N)C=CC1OC (3-cyclopentyloxy-4-methoxyaniline). Isolated yield 95.4%. RXN SMILES: [CH:1]1([O:6][C:7]2[CH:12]=[C:11]([N+:13]([O-])=O)[CH:10]=[CH:9][C:8]=2[O:16][CH3:17])[CH2:5][CH2:4][CH2:3][CH2:2]1>C(O)C.[Pd]>[CH:1]1([O:6][C:7]2[CH:12]=[C:11]([CH:10]=[CH:9][C:8]=2[O:16][CH3:17])[NH2:13])[CH2:2][CH2:3][CH2:4][CH2:5]1. Reported procedure: To a suspension of 10% Pd on activated carbon (25 g) in ethanol (4L), under N2 protection, was added 1-cyclopentyloxy-2-methoxy-5-nitrobenzene (250 g, 1.054 mol). The reaction mixture was degassed under vacuum three times. The reaction mixture was stirred vigorously while hydrogen gas was allowed to flow over the reaction mixture. After 4 h the reaction was complete by TLC (5:1 hex:EA). The reaction mixture was filtered through a pad of celite and the celite was rinsed with additional ethanol. T... Reactants: Cl, [Li+], CCOC(=O)C1CCN(c2nc(C(F)(F)F)nc(-c3ccc(F)cc3)c2-c2cccc(S(N)(=O)=O)c2)CC1, C1CCOC1, [OH-], O, O. Yields the product NS(=O)(=O)c1cccc(-c2c(-c3ccc(F)cc3)nc(C(F)(F)F)nc2N2CCC(C(=O)O)CC2)c1. RXN SMILES: [ClH:42].[Li+:41].[NH2:1][S:2](=[O:3])(=[O:4])[c:5]1[cH:6][c:7](-[c:11]2[c:12]([N:28]3[CH2:29][CH2:30][CH:31]([C:34](=[O:35])[O:36][CH2:37][CH3:38])[CH2:32][CH2:33]3)[n:13][c:14]([C:24]([F:25])([F:26])[F:27])[n:15][c:16]2-[c:17]2[cH:18][cH:19][c:20]([F:23])[cH:21][cH:22]2)[cH:8][cH:9][cH:10]1.[O:43]1[CH2:44][CH2:45][CH2:46][CH2:47]1.[OH-:40].[OH2:39].[OH2:48]>>[NH2:1][S:2](=[O:3])(=[O:4])[c:5]1[cH:6][c:7](-[c:11]2[c:12]([N:28]3[CH2:29][CH2:30][CH:31]([C:34](=[O:35])[OH:36])[CH2:32][CH2:33]3)[n:13][c:14]([C:24]([F:25])([F:26])[F:27])[n:15][c:16]2-[c:17]2[cH:18][cH:19][c:20]([F:23])[cH:21][cH:22]2)[cH:8][cH:9][cH:10]1. The reactants are NC1=CC=C(C=C1)C1=C(NC2=CN=CC=C21)C(=O)N (3-(4-aminophenyl)-1H-pyrrolo[2,3-c]pyridine-2-carboxamide), CC=1C=C(C=CC1C)N=C=O (3,4-dimethylphenyl isocyanate). Yields the product solid, CC=1C=C(C=CC1C)NC(NC1=CC=C(C=C1)C1=C(NC2=CN=CC=C21)C(=O)N)=O (3-{4-[3-(3,4-dimethylphenyl)ureido]phenyl}-1H-pyrrolo[2,3-c]pyridine-2-carboxamide). RXN SMILES: [NH2:1][C:2]1[CH:7]=[CH:6][C:5]([C:8]2[C:16]3[C:11](=[CH:12][N:13]=[CH:14][CH:15]=3)[NH:10][C:9]=2[C:17]([NH2:19])=[O:18])=[CH:4][CH:3]=1.[CH3:20][C:21]1[CH:22]=[C:23]([N:28]=[C:29]=[O:30])[CH:24]=[CH:25][C:26]=1[CH3:27]>>[CH3:20][C:21]1[CH:22]=[C:23]([NH:28][C:29](=[O:30])[NH:1][C:2]2[CH:3]=[CH:4][C:5]([C:8]3[C:16]4[C:11](=[CH:12][N:13]=[CH:14][CH:15]=4)[NH:10][C:9]=3[C:17]([NH2:19])=[O:18])=[CH:6][CH:7]=2)[CH:24]=[CH:25][C:26]=1[CH3:27]. Procedure: 82 mg of solid yellow 3-{4-[3-(3,4-dimethylphenyl)ureido]phenyl}-1H-pyrrolo[2,3-c]pyridine-2-carboxamide are prepared as described in Example 1 starting with 3-(4-aminophenyl)-1H-pyrrolo[2,3-c]pyridine-2-carboxamide and 3,4-dimethylphenyl isocyanate. Reactants: NC(CS)C(=O)O, O=C(O)c1ccccc1. Product: O=C(O)C1C[SH]=C(c2ccccc2)N1. As a reaction SMILES: [NH2:1][CH:2]([CH2:3][SH:4])[C:5](=[O:6])[OH:7].[OH:8][C:9](=[O:10])[c:11]1[cH:12][cH:13][cH:14][cH:15][cH:16]1>>[NH:1]1[CH:2]([C:5](=[O:6])[OH:7])[CH2:3][SH:4]=[C:9]1[c:11]1[cH:12][cH:13][cH:14][cH:15][cH:16]1. Reaction SMILES: [CH3:1][C:2]1([CH3:18])[C:10]2[C:5](=[CH:6][CH:7]=[C:8]([CH2:11][N:12]3[CH:16]=[N:15][CH:14]=[N:13]3)[CH:9]=2)[C:4](=[O:17])[O:3]1.CC(C)([O-])C.[K+].[F:25][C:26]1[CH:27]=[C:28]([N+:33]([O-:35])=[O:34])[CH:29]=[C:30]([F:32])[CH:31]=1>CN(C)C=O>[F:25][C:26]1[CH:27]=[C:28]([N+:33]([O-:35])=[O:34])[CH:29]=[C:30]([F:32])[C:31]=1[CH:11]([N:12]1[CH:16]=[N:15][CH:14]=[N:13]1)[C:8]1[CH:9]=[C:10]2[C:5](=[CH:6][CH:7]=1)[C:4](=[O:17])[O:3][C:2]2([CH3:18])[CH3:1] |f:1.2|. Reactants: FC=1C=C(C=C(C1)F)[N+](=O)[O-] (3,5-difluoronitrobenzene), CC1(OC(C2=CC=C(C=C12)CN1N=CN=C1)=O)C (3,3-dimethyl-5-[1,2,4-triazol-1-ylmethyl]-3H-isobenzofuran-1-one), CC1(OC(C2=CC=C(C=C12)CN1N=CN=C1)=O)C (3,3-dimethyl-5-[1,2,4-triazol-1-ylmethyl]-3H-isobenzofuran-1-one), CC(C)([O-])C.[K+] (potassium tert-butoxide). Run at time 5 hour. The product is FC1=C(C(=CC(=C1)[N+](=O)[O-])F)C(C=1C=C2C(OC(C2=CC1)=O)(C)C)N1N=CN=C1 (5-[(2,6-difluoro-4-nitrophenyl)-1,2,4-triazol-1-ylmethyl]-3,3-dimethyl-3H-isobenzofuran-1-one). Reported procedure: To a solution of 3,3-dimethyl-5-[1,2,4-triazol-1-ylmethyl]-3H-isobenzofuran-1-one (4.47 g Intermediate 1) in N,N-dimethylformamide (250 ml) at 0° under nitrogen was added potassium tert-butoxide (4.53 g). After one hour 3,5-difluoronitrobenzene (3.22 g) was added and stirring continued for five hours. The reaction mixture was partitioned between water and ethyl acetate and the phases separated. The aqueous phase was extracted with ethyl acetate and the combined organic extracts were washed with ... The solvent is CN(C=O)C (N,N-dimethylformamide). The reagents and catalysts are Cl[Pd]([P](C1=CC=CC=C1)(C2=CC=CC=C2)C3=CC=CC=C3)([P](C4=CC=CC=C4)(C5=CC=CC=C5)C6=CC=CC=C6)Cl (bis(triphenylphosphine)palladium(II) chloride), [Cu](I)I (copper iodide). Procedure: This compound was prepared in a manner analogous to that of Step C of Example 3, using 1.3 grams (0.005 mole) of 2,4-diamino-5-iodo-6-methylpyrimidine, 1.6 grams of (0.008 mole) of 3-methyl-3-(4-trifluoromethylphenyl)-1-butyne (prepared as in Step F of Example 17), 0.3 gram of bis(triphenylphosphine)palladium(II) chloride, 0.05 gram of copper iodide, and 8 mL of piperidine in 20 mL of N,N-dimethylformamide, yielding 1.6 grams of 2,4-diamino-6-methyl-5-[3-(4-trifluoromethylphenyl)-3-methyl-1-buty... The product is NC1=NC(=C(C(=N1)N)C#CC(C)(C)C1=CC=C(C=C1)C(F)(F)F)C (2,4-diamino-6-methyl-5-[3-(4-trifluoromethylphenyl)-3-methyl-1-butynyl]pyrimidine). Isolated yield 95.7%. RXN SMILES: [NH2:1][C:2]1[N:7]=[C:6]([NH2:8])[C:5](I)=[C:4]([CH3:10])[N:3]=1.[CH3:11][C:12]([C:16]1[CH:21]=[CH:20][C:19]([C:22]([F:25])([F:24])[F:23])=[CH:18][CH:17]=1)([CH3:15])[C:13]#[CH:14].N1CCCCC1>CN(C)C=O.Cl[Pd](Cl)([P](C1C=CC=CC=1)(C1C=CC=CC=1)C1C=CC=CC=1)[P](C1C=CC=CC=1)(C1C=CC=CC=1)C1C=CC=CC=1.[Cu](I)I>[NH2:1][C:2]1[N:7]=[C:6]([NH2:8])[C:5]([C:14]#[C:13][C:12]([C:16]2[CH:17]=[CH:18][C:19]([C:22]([F:23])([F:25])[F:24])=[CH:20][CH:21]=2)([CH3:15])[CH3:11])=[C:4]([CH3:10])[N:3]=1 |^1:39,58|. The solvent is CN(C=O)C (N,N-dimethylformamide). The reactants are NC1=NC(=C(C(=N1)N)I)C (2,4-diamino-5-iodo-6-methylpyrimidine), CC(C#C)(C)C1=CC=C(C=C1)C(F)(F)F (3-methyl-3-(4-trifluoromethylphenyl)-1-butyne), N1CCCCC1 (piperidine). The product is ClC1=NC2=CC(=C(C=C2NC1=NC#N)F)[N+](=O)[O-] (2-chloro-3-cyanoimino-6-fluoro-7-nitro-4H-quinoxaline). Procedure details: To a solution of cyanamide 2.31 g in DMF 100 mL, was added sodium hydride (60% suspension in oil) 4.40 g under ice-cooling. The mixture was stirred at room temperature for 30 min, to which 2,3-dichloro-6-fluoro-7-nitroquinoxaline 13.10 g was added under ice-cooling, followed by raising slowly to room temperature. The resulting mixture was stirred at room temperature for 20 min, then which was poured into ice water containing 1N HCl 110 mL under stirring. The precipitation was collected by filtra... Yield: 95.7%. As a reaction SMILES: [N:1]#[C:2][NH2:3].[H-].[Na+].[Cl:6][C:7]1[C:16](Cl)=[N:15][C:14]2[C:9](=[CH:10][C:11]([N+:19]([O-:21])=[O:20])=[C:12]([F:18])[CH:13]=2)[N:8]=1>CN(C=O)C>[Cl:6][C:7]1[C:16](=[N:3][C:2]#[N:1])[NH:15][C:14]2[C:9](=[CH:10][C:11]([N+:19]([O-:21])=[O:20])=[C:12]([F:18])[CH:13]=2)[N:8]=1 |f:1.2|. Reactants: N#CN (cyanamide), [H-].[Na+] (sodium hydride), ice water, ClC1=NC2=CC(=C(C=C2N=C1Cl)F)[N+](=O)[O-] (2,3-dichloro-6-fluoro-7-nitroquinoxaline). The solvent is CN(C)C=O (DMF). Reaction conditions: time 20 minute.